This data is from the Open Reaction Database (ORD), a public repository of structured organic reaction records. The task is: describe an organic reaction: reactants, conditions, products, and yield As a reaction SMILES: [O:1]([C:8]1[CH:25]=[CH:24][C:11]([O:12][C@@H:13]2[CH2:18][CH2:17][NH:16][CH2:15][C@H:14]2[O:19][CH2:20][CH2:21][O:22][CH3:23])=[CH:10][CH:9]=1)[C:2]1[CH:7]=[CH:6][CH:5]=[CH:4][CH:3]=1.Br[CH2:27][CH2:28][CH2:29][CH2:30][CH3:31].[C:32](=[O:35])([O-:34])[O-].[K+].[K+].[OH2:38]>CN(C=O)C>[C:23]([OH:22])(=[O:38])[C:32]([OH:34])=[O:35].[CH2:27]([N:16]1[CH2:17][CH2:18][C@@H:13]([O:12][C:11]2[CH:10]=[CH:9][C:8]([O:1][C:2]3[CH:3]=[CH:4][CH:5]=[CH:6][CH:7]=3)=[CH:25][CH:24]=2)[C@H:14]([O:19][CH2:20][CH2:21][O:22][CH3:23])[CH2:15]1)[CH2:28][CH2:29][CH2:30][CH3:31] |f:2.3.4,7.8|. Reactants: O (Water), O(C1=CC=CC=C1)C1=CC=C(O[C@H]2[C@@H](CNCC2)OCCOC)C=C1 ((±)-trans-4-(4-phenoxyphenoxy)-3-(2-methoxy-1-ethoxy)piperidine), BrCCCCC (1-bromopentane), C([O-])([O-])=O.[K+].[K+] (potassium carbonate). Reported procedure: To a solution of (±)-trans-4-(4-phenoxyphenoxy)-3-(2-methoxy-1-ethoxy)piperidine (0.50 g, 1.5 mmol) and 1-bromopentane (242 mg, 1.6 mmol) in DMF (10 ml) was added potassium carbonate (300 mg, 2.2 mmol) and the mixture was stirred at 100° C. for 3 h. Water (50 ml) was added and the product was extracted with ethyl acetate (3×20 ml). Drying over magnesium sulfate and evaporation of the solvent was followed by column chromatography on silica gel with 4% ethanol in dichloromethane. The title compoun... Run at temperature 100 celsius, time 3 hour. Solvent: CN(C)C=O (DMF). Yields the product C(C(=O)O)(=O)O.C(CCCC)N1C[C@H]([C@@H](CC1)OC1=CC=C(C=C1)OC1=CC=CC=C1)OCCOC ((±)-trans-N-Pentyl-4-(4-phenoxyphenoxy)-3-(2-methoxy-1-ethoxy)piperidine oxalic acid salt). The product is C1(=CC=CC=C1)C#CC#CC#C[C@H]1[C@@H](O1)C=O ((trans)-3-(6-Phenyl-1,3,5-hexatriynyl)oxiranecarboxaldehyde). The reagents and catalysts are [O-2].[O-2].[O-2].[Cr+6] (Chromium trioxide). Reaction SMILES: N1C=CC=CC=1.[C:7]1([C:13]#[C:14][C:15]#[C:16][C:17]#[C:18][C@@H:19]2[O:21][C@H:20]2[CH2:22][OH:23])[CH:12]=[CH:11][CH:10]=[CH:9][CH:8]=1>C(Cl)Cl.[O-2].[O-2].[O-2].[Cr+6]>[C:7]1([C:13]#[C:14][C:15]#[C:16][C:17]#[C:18][C@@H:19]2[O:21][C@H:20]2[CH:22]=[O:23])[CH:8]=[CH:9][CH:10]=[CH:11][CH:12]=1 |f:3.4.5.6|. Reported procedure: Chromium trioxide (951 mg, 9.51 mmole; dried in vacuo over phosphorous pentoxide) was added to a stirred solution of 1.49 g (18.88 mmole) of dry pyridine in 25 ml of dry methylene chloride. The deep red solution was stirred for 15 minutes at room temperature. A solution of (trans)-3-(6-phenyl-1,3,5-hexatriynyl)oxiranemethanol (300 mg, 1.35 mmole; see Example 3) in 5 ml of dry methylene chloride was then added in one portion. A tarry, black deposit separated immediately. After stirring for 20 min... Run in C(Cl)Cl (methylene chloride), C(Cl)Cl (methylene chloride). Reactants: N1=CC=CC=C1 (pyridine), C1(=CC=CC=C1)C#CC#CC#C[C@H]1[C@@H](O1)CO ((trans)-3-(6-Phenyl-1,3,5-hexatriynyl)oxiranemethanol). Reaction conditions: time 15 minute. Isolated yield 43.7%. Reactants: CNCCNC (N,N′-Dimethylethylenediamine), BrC=1C2=C(N(N1)C(C)OCC)SC(=C2)C(=O)OCC (Ethyl 3-bromo-1-(1-ethoxyethyl)-1H-thieno[2,3-c]pyrazole-5-carboxylate), CN1CCN(CC1)C1=CC=C(C(=O)N)C=C1 (4-(4-methylpiperazin-1-yl)benzamide), P(=O)([O-])([O-])[O-].[K+].[K+].[K+] (tripotassium phosphate). The reagents and catalysts are [Cu]I (copper(I)iodide). The solvent is O1CCOCC1 (dioxane). Run at temperature 110 celsius. Yields the product C(C)OC(C)N1N=C(C2=C1SC(=C2)C(=O)OCC)NC(C2=CC=C(C=C2)N2CCN(CC2)C)=O (Ethyl 1-(1-ethoxyethyl)-3-[4-(4-methylpiperazin-1-yl)benzoylamino]-1H-thieno[2,3-c]pyrazole-5-carboxylate). The yield is 26.9%. Reaction SMILES: Br[C:2]1[C:3]2[CH:14]=[C:13]([C:15]([O:17][CH2:18][CH3:19])=[O:16])[S:12][C:4]=2[N:5]([CH:7]([O:9][CH2:10][CH3:11])[CH3:8])[N:6]=1.[CH3:20][N:21]1[CH2:26][CH2:25][N:24]([C:27]2[CH:35]=[CH:34][C:30]([C:31]([NH2:33])=[O:32])=[CH:29][CH:28]=2)[CH2:23][CH2:22]1.P([O-])([O-])([O-])=O.[K+].[K+].[K+].CNCCNC>[Cu]I.O1CCOCC1>[CH2:10]([O:9][CH:7]([N:5]1[C:4]2[S:12][C:13]([C:15]([O:17][CH2:18][CH3:19])=[O:16])=[CH:14][C:3]=2[C:2]([NH:33][C:31](=[O:32])[C:30]2[CH:29]=[CH:28][C:27]([N:24]3[CH2:23][CH2:22][N:21]([CH3:20])[CH2:26][CH2:25]3)=[CH:35][CH:34]=2)=[N:6]1)[CH3:8])[CH3:11] |f:2.3.4.5|. Procedure details: Ethyl 3-bromo-1-(1-ethoxyethyl)-1H-thieno[2,3-c]pyrazole-5-carboxylate (10.9 g, 31 mmol), 4-(4-methylpiperazin-1-yl)benzamide (9 g, 41 mmol, 1.3 eq.), copper(I)iodide (0.601 g, 3.1 mmol, 0.1 eq.), preground tripotassium phosphate (20.1 g, 94 mmol, 3 eq.) and 70 mL of anhydrous dioxane degassed beforehand with argon are placed in a 500 mL round-bottomed flask under argon. N,N′-Dimethylethylenediamine (0.336 mL, 3.16 mmol, 0.1 eq.) is added to this suspension by syringe. The reaction mixture is th...